This data is from the Open Reaction Database (ORD), a public repository of structured organic reaction records. The task is: describe an organic reaction: reactants, conditions, products, and yield The reactants are CCOC(=O)C1CCN(Cc2cccc(-c3cnc(-c4ccc(OC(C)C)c(C(F)(F)F)c4)s3)c2CC)CC1, CC(C)O, [Na+], [OH-], O. Product: CCc1c(CN2CCC(C(=O)O)CC2)cccc1-c1cnc(-c2ccc(OC(C)C)c(C(F)(F)F)c2)s1. RXN SMILES: [CH2:1]([CH3:2])[c:3]1[c:4]([CH2:28][N:29]2[CH2:30][CH2:31][CH:32]([C:35](=[O:36])[O:37][CH2:38][CH3:39])[CH2:33][CH2:34]2)[cH:5][cH:6][cH:7][c:8]1-[c:9]1[cH:10][n:11][c:12](-[c:14]2[cH:15][c:16]([C:24]([F:25])([F:26])[F:27])[c:17]([O:20][CH:21]([CH3:22])[CH3:23])[cH:18][cH:19]2)[s:13]1.[CH:42]([OH:43])([CH3:44])[CH3:45].[Na+:41].[OH-:40].[OH2:46]>>[CH2:1]([CH3:2])[c:3]1[c:4]([CH2:28][N:29]2[CH2:30][CH2:31][CH:32]([C:35](=[O:36])[OH:37])[CH2:33][CH2:34]2)[cH:5][cH:6][cH:7][c:8]1-[c:9]1[cH:10][n:11][c:12](-[c:14]2[cH:15][c:16]([C:24]([F:25])([F:26])[F:27])[c:17]([O:20][CH:21]([CH3:22])[CH3:23])[cH:18][cH:19]2)[s:13]1. Starting materials: N1CC(C1)C(=O)O (azetidine-3-carboxylic acid), C([O-])([O-])=O.[K+].[K+] (potassium carbonate), Cl (hydrochloric acid), C(C)(C)(C)OC(=O)OC(=O)[O-] (t-butyldicarbonate). The solvent is O (water), C1CCOC1 (THF). Run at time 20 hour. Yields the product C(C)(C)(C)OC(=O)N1CC(C1)C(=O)O (1-(t-butoxycarbonyl)azetidine-3-carboxylic acid). Yield: 100.0%. RXN SMILES: [C:1]([O:5][C:6]([O:8]C([O-])=O)=O)([CH3:4])([CH3:3])[CH3:2].[NH:12]1[CH2:15][CH:14]([C:16]([OH:18])=[O:17])[CH2:13]1.C(=O)([O-])[O-].[K+].[K+].Cl>O.C1COCC1>[C:1]([O:5][C:6]([N:12]1[CH2:15][CH:14]([C:16]([OH:18])=[O:17])[CH2:13]1)=[O:8])([CH3:2])([CH3:3])[CH3:4] |f:2.3.4|. Procedure details: A mixture of t-butyldicarbonate (21.15 g) and THF (170 ml) was added under ice cooling to a mixture of azetidine-3-carboxylic acid (9.80 g), potassium carbonate (26.8 g) and water (150 ml). After stirring the reaction mixture at room temperature for 20 hours, the mixture was adjusted to pH 4 using 2 mol/L hydrochloric acid, extracted with chloroform, the organic layer was dried over sodium sulfate and the solvent was evaporated under reduced pressure. The residue was crystallized with a mixed so... Reactants: BrC1=CC(=C(C(=C1)C)N1C=C(C2=C1N=C(N=C2N2CCC(CC2)CCO)C)C)C (2-{1-[7-(4-bromo-2,6-dimethyl-phenyl)-2,5-dimethyl-7H-pyrrolo[2,3-d]pyrimidin-4-yl]-piperidin-4-yl}-ethanol), Cl (HCl). The solvent is C(C)O (ethanol), C(C)(=O)OCC (ethyl acetate). Conditions: time 8 hour. Yields the product Cl.BrC1=CC(=C(C(=C1)C)N1C=C(C2=C1N=C(N=C2N2CCC(CC2)CCO)C)C)C (2-{1-[7-(4-bromo-2,6-dimethylphenyl)-2,5-dimethyl-7H-pyrrolo[2,3-d]pyrimidin-4-yl]piperidin-4-yl}ethanol hydrochloride). As a reaction SMILES: [Br:1][C:2]1[CH:7]=[C:6]([CH3:8])[C:5]([N:9]2[C:13]3[N:14]=[C:15]([CH3:27])[N:16]=[C:17]([N:18]4[CH2:23][CH2:22][CH:21]([CH2:24][CH2:25][OH:26])[CH2:20][CH2:19]4)[C:12]=3[C:11]([CH3:28])=[CH:10]2)=[C:4]([CH3:29])[CH:3]=1.[ClH:30]>C(O)C.C(OCC)(=O)C>[ClH:30].[Br:1][C:2]1[CH:7]=[C:6]([CH3:8])[C:5]([N:9]2[C:13]3[N:14]=[C:15]([CH3:27])[N:16]=[C:17]([N:18]4[CH2:23][CH2:22][CH:21]([CH2:24][CH2:25][OH:26])[CH2:20][CH2:19]4)[C:12]=3[C:11]([CH3:28])=[CH:10]2)=[C:4]([CH3:29])[CH:3]=1 |f:4.5|. Reported procedure: To a suspension of 2-{1-[7-(4-bromo-2,6-dimethyl-phenyl)-2,5-dimethyl-7H-pyrrolo[2,3-d]pyrimidin-4-yl]-piperidin-4-yl}-ethanol (6.41 g) in ethanol (51 mL) was added 4 M HCl in ethyl acetate (4.2 mL) under ice-cooling. After removing the solvent, ethyl acetate (26 mL) was added to the residue. The mixture was stirred overnight to afford a white crystal. The crystal was collected by filtration to give the title compound (6.1 g). Reactants: COC1CCC(CC1)C(=O)Cl (4-methoxy cyclohexanecarbonyl chloride), C(C)OC#C (ethoxyacetylene), Intermediate 1. Yields the product C(C)OC1=CC(C12CCC(CC2)OC)=O (3-Ethoxy-7-methoxyspiro[3.5]non-2-en-1-one). Reaction SMILES: [CH3:1][O:2][CH:3]1[CH2:8][CH2:7][CH:6]([C:9](Cl)=[O:10])[CH2:5][CH2:4]1.[CH2:12]([O:14][C:15]#[CH:16])[CH3:13]>>[CH2:15]([O:14][C:12]1[C:6]2([CH2:7][CH2:8][CH:3]([O:2][CH3:1])[CH2:4][CH2:5]2)[C:9](=[O:10])[CH:13]=1)[CH3:16]. Procedure: Was prepared from 4-methoxy cyclohexanecarbonyl chloride (10 g, 52.1 mmol) and ethoxyacetylene (7.5 g, 0.10 mol) according to the method of Intermediate 1 to give the title compound as an approx. 1:1 mixture of isomers, as a pale yellow oil (7.2 g, 34.4 mmol, 65%). δH (CDCl3, 300K) 4.81-4.79 (1H, s), 4.22-4.20 (2H q, J 7.1 Hz), 3.34-3.32 (3H, s), 3.31-3.22 (1H, m), 2.04-1.56 (8H, m), 1.44-1.43 (3H t, J 7.1 Hz); m/z (ES+, 70V) 211.0 (MH+). The reactants are C(CC)N(CCC)CC1=CN=C(O1)C=1N=CN2C1[C@H]1N(C(C3=C2C=CC=C3)=O)CC1 ((S)-1-(5-dipropylaminomethyloxazol-2-yl)-12,12a-dihydro-9H,11H-azeto[2,1-c]imidazo[1,5-a][1,4]benzodiazepin-9-one), Cl (hydrochloric acid). The solvent is C(C)(=O)OCC (ethyl acetate). Reaction conditions: time 1 hour. Product: Cl.C(CC)N(CCC)CC1=CN=C(O1)C=1N=CN2C1[C@H]1N(C(C3=C2C=CC=C3)=O)CC1 ((S)-1-(5-dipropylaminomethyl-oxazol-2-yl)-12,12a-dihydro-9H,11H-azeto[2,1-c]imidazo[1,5-a][1,4]benzodiazepin-9-one hydrochloride). Yield: 59.7%. RXN SMILES: [CH2:1]([N:4]([CH2:8][C:9]1[O:13][C:12]([C:14]2[N:15]=[CH:16][N:17]3[C:23]4[CH:24]=[CH:25][CH:26]=[CH:27][C:22]=4[C:21](=[O:28])[N:20]4[CH2:29][CH2:30][C@H:19]4[C:18]=23)=[N:11][CH:10]=1)[CH2:5][CH2:6][CH3:7])[CH2:2][CH3:3].[ClH:31]>C(OCC)(=O)C>[ClH:31].[CH2:1]([N:4]([CH2:8][C:9]1[O:13][C:12]([C:14]2[N:15]=[CH:16][N:17]3[C:23]4[CH:24]=[CH:25][CH:26]=[CH:27][C:22]=4[C:21](=[O:28])[N:20]4[CH2:29][CH2:30][C@H:19]4[C:18]=23)=[N:11][CH:10]=1)[CH2:5][CH2:6][CH3:7])[CH2:2][CH3:3] |f:3.4|. Reported procedure: 1.09 g (0.00269 mol) of (S)-1-(5-dipropylaminomethyloxazol-2-yl)-12,12a-dihydro-9H,11H-azeto[2,1-c]imidazo[1,5-a][1,4]benzodiazepin-9-one in 20 ml of ethyl acetate were treated with 0.80 ml (0.00296 mol) of 3N ethanolic hydrochloric acid at 0°. After stirring at 0° for 1 hr. the white suspension was suction filtered. The beige crystals were recrystallized from hot acetonitrile. There was obtained 0.71 g (60%) of (S)-1-(5-dipropylaminomethyl-oxazol-2-yl)-12,12a-dihydro-9H,11H-azeto[2,1-c]imidazo[... Reactants: FC=1C=C(C=CC1)C1=NC=C(C=N1)C(=O)O (2-(3-fluoro-phenyl)-pyrimidine-5-carboxylic acid), C(C(=O)Cl)(=O)Cl (oxalyl chloride), CN1CCCC1=O (NMP), NN1CCN(CC1)CCO (2-(4-Amino-piperazin-1-yl)-ethanol). Solvent: C(Cl)Cl (DCM), CN(C)C=O (DMF). Conditions: temperature 0 celsius, time 30 minute. Yields the product OCCN1CCN(CC1)NC(=O)C=1C=NC(=NC1)C1=CC(=CC=C1)F (2-(3-fluoro-phenyl)-pyrimidine-5-carboxylic acid-[4-(2-hydroxy-ethyl)-piperazin-1-yl]-amide). Isolated yield 46.3%. Reaction SMILES: [F:1][C:2]1[CH:3]=[C:4]([C:8]2[N:13]=[CH:12][C:11]([C:14]([OH:16])=O)=[CH:10][N:9]=2)[CH:5]=[CH:6][CH:7]=1.C(Cl)(=O)C(Cl)=O.[NH2:23][N:24]1[CH2:29][CH2:28][N:27]([CH2:30][CH2:31][OH:32])[CH2:26][CH2:25]1.CN1C(=O)CCC1>C(Cl)Cl.CN(C=O)C>[OH:32][CH2:31][CH2:30][N:27]1[CH2:28][CH2:29][N:24]([NH:23][C:14]([C:11]2[CH:12]=[N:13][C:8]([C:4]3[CH:5]=[CH:6][CH:7]=[C:2]([F:1])[CH:3]=3)=[N:9][CH:10]=2)=[O:16])[CH2:25][CH2:26]1. Procedure details: To a solution of 2-(3-fluoro-phenyl)-pyrimidine-5-carboxylic acid (0.28 g, 1.4 mmol) in anhydrous DCM (10 mL) at 0° C. is added the oxalyl chloride (0.18 mL, 1.4 mmol) followed by the addition of DMF (0.11 mL). The mixture is stirred at 0° C. for 30 min, and then allowed to warm up to rt and stirred for 30 min. The mixture is concentrated in vacuo. The residue is dissolved in anhydrous DCM (10 mL). 2-(4-Amino-piperazin-1-yl)-ethanol (0.145 g, 1 mmol) is added at rt followed by the addition of NM... Starting materials: N1C=NC(=C1)CC\C=C\C(CC1CCCCC1)N (1-[1H-imidazol-4-yl]-5-amino-6-cyclohexyl-trans-3-hexene), Cl (HCl), C(CC#C)C=1N=CNC1 (4-But-3-ynylimidazole). The product is Cl.C(CC#C)C=1N=CNC1 (4-But-3-ynylimidazole HCl). Reaction SMILES: [NH:1]1[CH:5]=[C:4]([CH2:6][CH2:7]/[CH:8]=[CH:9]/C(N)CC2CCCCC2)[N:3]=[CH:2]1.[ClH:19].C(C1N=CNC=1)CC#C>>[ClH:19].[CH2:6]([C:4]1[N:3]=[CH:2][NH:1][CH:5]=1)[CH2:7][C:8]#[CH:9] |f:3.4|. Procedure: 4-But-3-ynylimidazole HCl was prepared from the deprotection of compound 26 by treatment with 2N HCl. ##STR76## 4-But-3-ynylimidazole (45) 1H-NMR (300 MHz, CD3OD): δ8.90 (s, 1H), 7.40 (s, 1H), 2.95 (t, J=6.9 Hz, 2H), 2.60 (dt, J=2.4 and 6.9 Hz, 2H), 2.40 (t, J=2.7 Hz, 1H); Mass Spectrum (Cl) m/e 121 (M+1). Reactants: CN1C2=NC(=NC(=C2N=C1C=O)N1CCOCC1)N1C(=NC2=C1C=CC=C2)C (9-methyl-2-(2-methylbenzoimidazol-1-yl)-6-morpholin-4-yl-9H-purine-8-carbaldehyde), N1CC(C1)C(=O)N1CCCC1 (azetidin-3-ylpyrrolidin-1-ylmethanone), C(C)(=O)O[BH-](OC(C)=O)OC(C)=O.[Na+] (Sodium triacetoxyborohydride). Run in ClCCCl (DCE). Reaction conditions: time 18 hour. Product: CN1C2=NC(=NC(=C2N=C1CN1CC(C1)C(=O)N1CCCC1)N1CCOCC1)N1C(=NC2=C1C=CC=C2)C ((1-((9-methyl-2-(2-methyl-1H-benzo[d]imidazol-1-yl)-6-morpholino-9H-purin-8-yl)methyl)azetidin-3-yl)(pyrrolidin-1-yl)methanone). Isolated yield 35.9%. As a reaction SMILES: [CH3:1][N:2]1[C:10]([CH:11]=O)=[N:9][C:8]2[C:3]1=[N:4][C:5]([N:19]1[C:23]3[CH:24]=[CH:25][CH:26]=[CH:27][C:22]=3[N:21]=[C:20]1[CH3:28])=[N:6][C:7]=2[N:13]1[CH2:18][CH2:17][O:16][CH2:15][CH2:14]1.[NH:29]1[CH2:32][CH:31]([C:33]([N:35]2[CH2:39][CH2:38][CH2:37][CH2:36]2)=[O:34])[CH2:30]1.C(O[BH-](OC(=O)C)OC(=O)C)(=O)C.[Na+]>ClCCCl>[CH3:1][N:2]1[C:10]([CH2:11][N:29]2[CH2:30][CH:31]([C:33]([N:35]3[CH2:36][CH2:37][CH2:38][CH2:39]3)=[O:34])[CH2:32]2)=[N:9][C:8]2[C:3]1=[N:4][C:5]([N:19]1[C:23]3[CH:24]=[CH:25][CH:26]=[CH:27][C:22]=3[N:21]=[C:20]1[CH3:28])=[N:6][C:7]=2[N:13]1[CH2:14][CH2:15][O:16][CH2:17][CH2:18]1 |f:2.3|. Procedure details: A solution of 9-methyl-2-(2-methylbenzoimidazol-1-yl)-6-morpholin-4-yl-9H-purine-8-carbaldehyde (100 mg, 0.27 mmol) and azetidin-3-ylpyrrolidin-1-ylmethanone (50 mg, 0.32 mmol) in DCE (3 mL) was stirred at ambient temperature for 90 min. Sodium triacetoxyborohydride (86 mg, 0.41 mmol) was added and the mixture stirred for 18 h, then loaded onto an Isolute® SCX-2 cartridge (10 g). The cartridge was then washed with methanol and the desired product was subsequently eluted using 2 M NH3 in MeOH. Th... Starting materials: CCCCCCCCCCCC(=O)Cl, CCN(CC)CCCN, ClC(Cl)Cl. Yields the product CCCCCCCCCCCC(=O)NCCCN(CC)CC. Reaction SMILES: [C:1]([CH2:2][CH2:3][CH2:4][CH2:5][CH2:6][CH2:7][CH2:8][CH2:9][CH2:10][CH2:11][CH3:12])(=[O:13])[Cl:14].[CH2:15]([CH3:16])[N:17]([CH2:18][CH2:19][CH2:20][NH2:21])[CH2:22][CH3:23].[CH:24]([Cl:25])([Cl:26])[Cl:27]>>[C:1]([CH2:2][CH2:3][CH2:4][CH2:5][CH2:6][CH2:7][CH2:8][CH2:9][CH2:10][CH2:11][CH3:12])(=[O:13])[NH:21][CH2:20][CH2:19][CH2:18][N:17]([CH2:15][CH3:16])[CH2:22][CH3:23]. The reactants are FC1=C(C(=O)OC(C)C)C=C(C(=C1)F)N1C(NC2=C(C1=O)CCC2)=O (isopropyl 2,4-difluoro-5-(1,2,4,5,6,7-hexahydro-2,4-dioxo-3H-cyclopenta[d]pyrimidin-3-yl)-benzoate), S(=O)(=O)(OC)OC (dimethyl sulphate), [Na] (sodium). Solvent: C(C)(C)O (isopropanol). Product: FC1=C(C(=O)OC(C)C)C=C(C(=C1)F)N1C(N(C2=C(C1=O)CCC2)C)=O (isopropyl 2,4-difluoro-5-(1,2,4,5,6,7-hexahydro-1-methyl-2,4-dioxo-3H-cyclopenta[d]pyrimidin-3-yl)-benzoate). Reaction SMILES: [F:1][C:2]1[CH:13]=[C:12]([F:14])[C:11]([N:15]2[C:20](=[O:21])[C:19]3[CH2:22][CH2:23][CH2:24][C:18]=3[NH:17][C:16]2=[O:25])=[CH:10][C:3]=1[C:4]([O:6][CH:7]([CH3:9])[CH3:8])=[O:5].S(OC)(O[CH3:30])(=O)=O.[Na]>C(O)(C)C>[F:1][C:2]1[CH:13]=[C:12]([F:14])[C:11]([N:15]2[C:20](=[O:21])[C:19]3[CH2:22][CH2:23][CH2:24][C:18]=3[N:17]([CH3:30])[C:16]2=[O:25])=[CH:10][C:3]=1[C:4]([O:6][CH:7]([CH3:9])[CH3:8])=[O:5] |^1:32|. Reported procedure: using isopropyl 2,4-difluoro-5-(1,2,4,5,6,7-hexahydro-2,4-dioxo-3H-cyclopenta[d]pyrimidin-3-yl)-benzoate and dimethyl sulphate with sodium isopropylate in isopropanol there is obtained isopropyl 2,4-difluoro-5-(1,2,4,5,6,7-hexahydro-1-methyl-2,4-dioxo-3H-cyclopenta[d]pyrimidin-3-yl)-benzoate, m.p. 112°-115° C.,